From a dataset of the Open Reaction Database (ORD), a public repository of structured organic reaction records. describe an organic reaction: reactants, conditions, products, and yield Starting materials: ClCCN1CCOCC1, Cl, [H-], [K+], [K+], [Na+], O=C([O-])[O-], CN(C)C=O, O, Oc1cc(C(F)(F)F)ccc1-c1cc(Oc2ccc3cccnc3c2)ncn1. Yields the product FC(F)(F)c1ccc(-c2cc(Oc3ccc4cccnc4c3)ncn2)c(OCCN2CCOCC2)c1. As a reaction SMILES: [Cl:2][CH2:3][CH2:4][N:5]1[CH2:6][CH2:7][O:8][CH2:9][CH2:10]1.[ClH:1].[H-:46].[K+:11].[K+:12].[Na+:45].[O-:13][C:14]([O-:15])=[O:16].[O:47]=[CH:48][N:49]([CH3:50])[CH3:51].[OH2:52].[n:17]1[cH:18][cH:19][cH:20][c:21]2[cH:22][cH:23][c:24]([O:27][c:28]3[cH:29][c:30](-[c:34]4[c:35]([OH:44])[cH:36][c:37]([C:40]([F:41])([F:42])[F:43])[cH:38][cH:39]4)[n:31][cH:32][n:33]3)[cH:25][c:26]12>>[CH2:3]([CH2:4][N:5]1[CH2:6][CH2:7][O:8][CH2:9][CH2:10]1)[O:44][c:35]1[c:34](-[c:30]2[cH:29][c:28]([O:27][c:24]3[cH:23][cH:22][c:21]4[cH:20][cH:19][cH:18][n:17][c:26]4[cH:25]3)[n:33][cH:32][n:31]2)[cH:39][cH:38][c:37]([C:40]([F:41])([F:42])[F:43])[cH:36]1. Reactants: C(C)C=1N(C(=C(C(=O)OCC)C(C1)=O)C1=CC=CC=C1)C (ethyl 6-ethyl-1-methyl-2-phenyl-4-oxonicotinate), Cl (HCl). As a reaction SMILES: [CH2:1]([C:3]1[N:4]([CH3:21])[C:5]([C:15]2[CH:20]=[CH:19][CH:18]=[CH:17][CH:16]=2)=[C:6]([C:12](=[O:14])[CH:13]=1)[C:7]([O:9]CC)=[O:8])[CH3:2].Cl>[OH-].[Na+]>[CH2:1]([C:3]1[N:4]([CH3:21])[C:5]([C:15]2[CH:16]=[CH:17][CH:18]=[CH:19][CH:20]=2)=[C:6]([C:12](=[O:14])[CH:13]=1)[C:7]([OH:9])=[O:8])[CH3:2] |f:2.3|. Yield: 100.8%. Yields the product C(C)C=1N(C(=C(C(=O)O)C(C1)=O)C1=CC=CC=C1)C (6-ethyl-1-methyl-2-phenyl-4-oxonicotinic acid). Reported procedure: 2.2 g of ethyl 6-ethyl-1-methyl-2-phenyl-4-oxonicotinate is suspended in 35 ml of 5% aqueous sodium hydroxide solution. The resulting suspension is heated on a steambath for 4 hours, cooled and acidified with dilute HCl to yield 2.0 g of 6-ethyl-1-methyl-2-phenyl-4-oxonicotinic acid. mp (CH3CN)=244°-245° C. Solvent: [OH-].[Na+] (sodium hydroxide). Reactants: IC=1C=CC=2N(C1)C(NN2)=O (6-iodo[1,2,4]triazolo[4,3-α]pyridin-3(2H)-one), IC=1C=CC=2N(C1)C(NN2)=O (6-iodo[1,2,4]triazolo[4,3-α]pyridin-3(2H)-one), C([O-])([O-])=O.[Cs+].[Cs+] (cesium carbonate), IC (iodomethane). Solvent: CN(C=O)C (dimethylformamide), C(C)(=O)OCC (ethyl acetate). Reaction conditions: time 8 hour. Product: IC=1C=CC=2N(C1)C(N(N2)C)=O (6-Iodo-2-methyl[1,2,4]triazolo[4,3-α]pyridin-3(2H)-one). As a reaction SMILES: [I:1][C:2]1[CH:3]=[CH:4][C:5]2[N:6]([C:8](=[O:11])[NH:9][N:10]=2)[CH:7]=1.[C:12](=O)([O-])[O-].[Cs+].[Cs+].IC>CN(C)C=O.C(OCC)(=O)C>[I:1][C:2]1[CH:3]=[CH:4][C:5]2[N:6]([C:8](=[O:11])[N:9]([CH3:12])[N:10]=2)[CH:7]=1 |f:1.2.3|. Reported procedure: To a solution of 6-iodo[1,2,4]triazolo[4,3-α]pyridin-3(2H)-one (Intermediate 13, 360 mg, 1.379 mmol) in anhydrous dimethylformamide (DMF, 4 mL) was added sequentially cesium carbonate (1.35 g, 4.14 mmol) and iodomethane (0.52 mL), and the reaction mixture was stirred at room temperature overnight. The reaction mixture was then diluted with ethyl acetate, and the precipitated solids were removed by filtration. The filtrate was washed with saturated aqueous brine, dried (magnesium sulfate), and co... The reactants are C1CCOC1, CCOC(=O)c1ccc(C#Cc2ccc3c(c2)C(c2nccs2)=CCC3(C)C)cc1, [Li+], [OH-], O, O. Yields the product CC1(C)CC=C(c2nccs2)c2cc(C#Cc3ccc(C(=O)O)cc3)ccc21. As a reaction SMILES: [CH2:34]1[O:35][CH2:36][CH2:37][CH2:38]1.[CH3:1][C:2]1([CH3:30])[CH2:3][CH:4]=[C:5]([c:25]2[s:26][cH:27][cH:28][n:29]2)[c:6]2[cH:7][c:8]([C:12]#[C:13][c:14]3[cH:15][cH:16][c:17]([C:18](=[O:19])[O:20][CH2:21][CH3:22])[cH:23][cH:24]3)[cH:9][cH:10][c:11]21.[Li+:32].[OH-:31].[OH2:33].[OH2:39]>>[CH3:1][C:2]1([CH3:30])[CH2:3][CH:4]=[C:5]([c:25]2[s:26][cH:27][cH:28][n:29]2)[c:6]2[cH:7][c:8]([C:12]#[C:13][c:14]3[cH:15][cH:16][c:17]([C:18](=[O:19])[OH:20])[cH:23][cH:24]3)[cH:9][cH:10][c:11]21. The reactants are C(C)(=O)OCC (ethyl acetate), OC1=C(C=C(C=C1)OC(=O)C(C)(C)C)CCCC1=CC=C(C(=O)O)C=C1 (4-[3-(2-hydroxy-5-(t-butylcarbonyloxy)phenyl)propyl]benzoic acid), C([O-])([O-])=O.[K+].[K+] (potassium carbonate), C(C1=CC=CC=C1)Br (benzyl bromide). Run in O (water), CN(C)C=O (DMF). Conditions: time 18 hour. Yields the product C(C1=CC=CC=C1)OC1=C(C=C(C=C1)O)CCCC1=CC=C(C(=O)O)C=C1 (4-[3-(2-Benzyloxy-5-hydroxyphenyl)propyl]benzoic acid). As a reaction SMILES: [OH:1][C:2]1[CH:7]=[CH:6][C:5]([O:8]C(C(C)(C)C)=O)=[CH:4][C:3]=1[CH2:15][CH2:16][CH2:17][C:18]1[CH:26]=[CH:25][C:21]([C:22]([OH:24])=[O:23])=[CH:20][CH:19]=1.C(=O)([O-])[O-].[K+].[K+].[CH2:33](Br)[C:34]1[CH:39]=[CH:38][CH:37]=[CH:36][CH:35]=1.C(OCC)(=O)C>CN(C=O)C.O>[CH2:33]([O:1][C:2]1[CH:7]=[CH:6][C:5]([OH:8])=[CH:4][C:3]=1[CH2:15][CH2:16][CH2:17][C:18]1[CH:19]=[CH:20][C:21]([C:22]([OH:24])=[O:23])=[CH:25][CH:26]=1)[C:34]1[CH:39]=[CH:38][CH:37]=[CH:36][CH:35]=1 |f:1.2.3|. Reported procedure: To a mixture of 4-[3-(2-hydroxy-5-(t-butylcarbonyloxy)phenyl)propyl]benzoic acid (3 g) and potassium carbonate (3.5 g) in DMF (10 ml) was added benzyl bromide (2.97 ml). The mixture was stirred for 18 hours, poured into ethyl acetate (100 ml) and water (100 ml). The organic solution was washed with brine (100 ml), dried (magnesium sulphate) filtered and evaporated. The residue was purified by subjecting to chromatography on silica gel using ethyl acetate:hexane (1:9) as eluant. There was thus ob...